The task is: describe an organic reaction: reactants, conditions, products, and yield. This data is from the Open Reaction Database (ORD), a public repository of structured organic reaction records. Reported procedure: To a stirred mixture of crude 3-bromo-5-methoxybenzoic acid (40% purity, 0.8 g, 1.4 mmol) in CH2Cl2 (50 mL) at 0° C. were added DMF (0.1 mL) and acetyl chloride (0.2 mL, 3 mmol). The mixture was slowly warmed to rt and stirred overnight. Then the mixture was cooled to 0° C. and methanol (2 mL) was slowly added. The mixture was stirred at rt for 3 h and then washed with aq. Na2CO3 solution, brine, dried (Na2SO4), and concentrated. The residue was purified via flash chromatography to afford the de... Yields the product BrC=1C=C(C(=O)OC)C=C(C1)OC (Methyl 3-bromo-5-methoxybenzoate). The reactants are CO (methanol), CN(C)C=O (DMF), C(C)(=O)Cl (acetyl chloride), BrC=1C=C(C(=O)O)C=C(C1)OC (3-bromo-5-methoxybenzoic acid). Solvent: C(Cl)Cl (CH2Cl2). Run at time 8 hour. Reaction SMILES: [Br:1][C:2]1[CH:3]=[C:4]([CH:8]=[C:9]([O:11][CH3:12])[CH:10]=1)[C:5]([OH:7])=[O:6].[CH3:13]N(C=O)C.C(Cl)(=O)C.CO>C(Cl)Cl>[Br:1][C:2]1[CH:3]=[C:4]([CH:8]=[C:9]([O:11][CH3:12])[CH:10]=1)[C:5]([O:7][CH3:13])=[O:6]. Reaction SMILES: [CH3:1][O:2][C:3]([NH:5][C:6]1[S:7][C:8]([C:12]([OH:14])=O)=[C:9]([CH3:11])[N:10]=1)=[O:4].COC(NC1SC(C(Cl)=O)=C(C)N=1)=O.P(Cl)(Cl)(Cl)(Cl)Cl.Cl.[NH2:36][CH:37]([C:40]1[S:41][CH:42]=[CH:43][CH:44]=1)[C:38]#[N:39]>C(N(CC)CC)C>[C:38]([CH:37]([NH:36][C:12]([C:8]1[S:7][C:6]([NH:5][C:3]([O:2][CH3:1])=[O:4])=[N:10][C:9]=1[CH3:11])=[O:14])[C:40]1[S:41][CH:42]=[CH:43][CH:44]=1)#[N:39] |f:3.4|. Solvent: C(C)N(CC)CC (triethylamine). Product: C(#N)C(C=1SC=CC1)NC(=O)C1=C(N=C(S1)NC(=O)OC)C (2-methoxycarbonylamino-4-methyl-thiazole-5-carboxylic acid (cyano-thiophen-2-yl-methyl)-amide). Yield: 32.1%. Procedure details: 1.7g of 2-methoxycarbonylamino-4-methyl-thiazole-5-carboxylic acid was converted into 2-methoxycarbonylamino-4-methyl-thiazole-5-carboxylic acid chloride using 1.8g of phosphorus pentachloride according to the same procedure as EXAMPLE 1. Then 1.5g of amino-thiophen-2-yl-acetonitrile hydrochloride and 2.4ml of triethylamine were added thereto and the reaction mixture was treated according to the same procedure as EXAMPLE 1 to obtain 0.85g (Yield 32%) of the title compound. The reactants are COC(=O)NC=1SC(=C(N1)C)C(=O)O (2-methoxycarbonylamino-4-methyl-thiazole-5-carboxylic acid), COC(=O)NC=1SC(=C(N1)C)C(=O)Cl (2-methoxycarbonylamino-4-methyl-thiazole-5-carboxylic acid chloride), P(Cl)(Cl)(Cl)(Cl)Cl (phosphorus pentachloride), Cl.NC(C#N)C=1SC=CC1 (amino-thiophen-2-yl-acetonitrile hydrochloride). Procedure: Nickel(II) bis-triflimide (0.06 g, 0.1 mmol) was dissolved in [bmim] [NTf2] (1.0 g) in a round-bottomed flask equipped with a magnetic stirrer and reflux condenser. Benzene (3.90 g, 50 mmol) and oct-1-ene (1.12 g, 10 mmol) were added. The mixture was heated under reflux for 18 hours and was analysed by gas chromatographic analysis as in previous examples. The oct-1-ene peak disappeared and three isomers of octylbenzene were formed (70%, 20:26:54 2- to 3- to 4-isomer ratio) as well as octene dime... RXN SMILES: CCCCN1C=[N+](C)C=C1.[CH:11]1[CH:16]=[CH:15][CH:14]=[CH:13][CH:12]=1.[CH2:17]=[CH:18][CH2:19][CH2:20][CH2:21][CH2:22][CH2:23][CH3:24]>N(S(C(F)(F)F)(=O)=O)S(C(F)(F)F)(=O)=O.N(S(C(F)(F)F)(=O)=O)S(C(F)(F)F)(=O)=O.[Ni+2]>[CH2:17]([C:11]1[CH:16]=[CH:15][CH:14]=[CH:13][CH:12]=1)[CH2:18][CH2:19][CH2:20][CH2:21][CH2:22][CH2:23][CH3:24].[CH2:17]=[CH:18][CH2:19][CH2:20][CH2:21][CH2:22][CH2:23][CH3:24] |f:3.4.5|. Yields the product C(CCCCCCC)C1=CC=CC=C1 (octylbenzene), C=CCCCCCC (octene). The reactants are C=CCCCCCC (oct-1-ene), C1=CC=CC=C1 (Benzene), C=CCCCCCC (oct-1-ene), CCCCN1C=C[N+](=C1)C (bmim). The reagents and catalysts are N(S(=O)(=O)C(F)(F)F)S(=O)(=O)C(F)(F)F.N(S(=O)(=O)C(F)(F)F)S(=O)(=O)C(F)(F)F.[Ni+2] (Nickel(II) bis-triflimide). Starting materials: O1CC(C1)=O (3-oxetanone), solution, C(CCC)[Li] (butyl lithium), CCCCCC (hexane). Run in C1CCOC1 (THF). Yields the product C(CCC)C1(COC1)O (3-butyloxetan-3-ol). As a reaction SMILES: [O:1]1[CH2:4][C:3](=[O:5])[CH2:2]1.[CH2:6]([Li])[CH2:7][CH2:8][CH3:9].CCCCCC>C1COCC1>[CH2:6]([C:3]1([OH:5])[CH2:4][O:1][CH2:2]1)[CH2:7][CH2:8][CH3:9]. Procedure: To a stirred solution of 3-oxetanone (0.5 g, 6.93 mmol) in dry THF (6 mL), at −78° C., under argon atmosphere, 2.5M solution of butyl lithium (BuLi) in hexane (3.05 mL, 7.62 mmol) was added dropwise over 10 min. The reaction was left to react 3 h at −78° C., then quenched with water and concentrated to dryness. The crude mixture was dissolved in CH2Cl2 and dried over Na2SO4. The organic solution was filtered and concentrated to dryness to afford a pale yellow oil (0.505 g). The crude product was... The reactants are C(O)([O-])=O.[Na+] (sodium hydrogen carbonate), O.C1(=CC=C(C=C1)S(=O)(=O)O)C (p-toluenesulfonic acid monohydrate), O.C1(=CC=C(C=C1)S(=O)(=O)O)C (p-toluenesulfonic acid monohydrate), C(C(C)O)O (1,2-propylene glycol), SC(CC(=O)O)C (3-mercaptobutanoic acid), O.C1(=CC=C(C=C1)S(=O)(=O)O)C (p-toluenesulfonic acid monohydrate). Solvent: C1(=CC=CC=C1)C (toluene). Reaction conditions: temperature 140 celsius, time 1 hour. Product: SC(CC(=O)OCC(C)OC(CC(C)S)=O)C (1,2-Propylene Glycol bis(3-mercaptobutyrate)). As a reaction SMILES: [CH2:1]([OH:5])[CH:2]([OH:4])[CH3:3].[SH:6][CH:7]([CH3:12])[CH2:8][C:9]([OH:11])=O.O.C1(C)C=[CH:18][C:17]([S:20](O)(=O)=O)=[CH:16][CH:15]=1.C(=O)([O-])[OH:26].[Na+]>C1(C)C=CC=CC=1>[SH:20][CH:17]([CH3:18])[CH2:16][C:15]([O:5][CH2:1][CH:2]([O:4][C:9](=[O:11])[CH2:8][CH:7]([SH:6])[CH3:12])[CH3:3])=[O:26] |f:2.3,4.5|. Procedure details: In a 100-ml eggplant-shaped flask were charged 3.04 g (40 mmol) of 1,2-propylene glycol (manufactured by Wako Pure Chemical Industry Co., Ltd.), 10.57 g (88 mmol) of 3-mercaptobutanoic acid, 0.61 g (3.2 mmol) of p-toluenesulfonic acid monohydrate, and 40 g of toluene, and a Dean-Stark apparatus and a condenser tube were equipped thereto. While the contents being stirred, they were heated at an oil bath temperature of 140° C. After 2 hours from the start of the reaction, 0.61 g (3.2 mmol) of p-to... The reactants are [Na+], CN(C)C=O, [OH-], N#Cc1ccc2nccc(O)c2c1, O=P(Cl)(Cl)Cl. Yields the product N#Cc1ccc2nccc(Cl)c2c1. RXN SMILES: [Na+:20].[O:21]=[CH:22][N:23]([CH3:24])[CH3:25].[OH-:19].[OH:6][c:7]1[cH:8][cH:9][n:10][c:11]2[cH:12][cH:13][c:14]([C:17]#[N:18])[cH:15][c:16]12.[P:1]([Cl:2])([Cl:3])([Cl:4])=[O:5]>>[Cl:3][c:7]1[cH:8][cH:9][n:10][c:11]2[cH:12][cH:13][c:14]([C:17]#[N:18])[cH:15][c:16]12. The reactants are CCOC(=O)CBr, CC(C)(C)OC(=O)N1CCc2[nH]c3ccccc3c2CC1, CN(C)C=O, [H-], [Na+], O. The product is CCOC(=O)Cn1c2c(c3ccccc31)CCN(C(=O)OC(C)(C)C)CC2. Reaction SMILES: [Br:29][CH2:30][C:31](=[O:32])[O:33][CH2:34][CH3:35].[CH2:1]1[CH2:2][N:3]([C:15](=[O:16])[O:17][C:18]([CH3:19])([CH3:20])[CH3:21])[CH2:4][CH2:5][c:6]2[nH:7][c:8]3[cH:9][cH:10][cH:11][cH:12][c:13]3[c:14]21.[CH3:22][N:23]([CH3:24])[CH:25]=[O:26].[H-:27].[Na+:28].[OH2:36]>>[CH2:1]1[CH2:2][N:3]([C:15](=[O:16])[O:17][C:18]([CH3:19])([CH3:20])[CH3:21])[CH2:4][CH2:5][c:6]2[n:7]([CH2:30][C:31](=[O:32])[O:33][CH2:34][CH3:35])[c:8]3[cH:9][cH:10][cH:11][cH:12][c:13]3[c:14]21.